Dataset: the Open Reaction Database (ORD), a public repository of structured organic reaction records. Task: describe an organic reaction: reactants, conditions, products, and yield Reactants: CC(C(=O)O)CC (2-Methylbutyric acid), C(C(C)C)(=O)N1CCC(CC1)NC(=O)NC1=CC=C(C=C1)C(F)(F)F (1-(1-isobutyrylpiperidin-4-yl)-3-(4-(trifluoromethyl)phenyl)urea). Yields the product CC(C(=O)N1CCC(CC1)NC(=O)NC1=CC=C(C=C1)C(F)(F)F)CC (1-(1-(2-methylbutyryl)piperidin-4-yl)-3-(4-(trifluoromethyl)phenyl)urea). Isolated yield 88.0%. As a reaction SMILES: [CH3:1][CH:2]([CH2:6][CH3:7])[C:3](O)=[O:4].C([N:13]1[CH2:18][CH2:17][CH:16]([NH:19][C:20]([NH:22][C:23]2[CH:28]=[CH:27][C:26]([C:29]([F:32])([F:31])[F:30])=[CH:25][CH:24]=2)=[O:21])[CH2:15][CH2:14]1)(=O)C(C)C>>[CH3:1][CH:2]([CH2:6][CH3:7])[C:3]([N:13]1[CH2:18][CH2:17][CH:16]([NH:19][C:20]([NH:22][C:23]2[CH:28]=[CH:27][C:26]([C:29]([F:30])([F:31])[F:32])=[CH:25][CH:24]=2)=[O:21])[CH2:15][CH2:14]1)=[O:4]. Procedure: 2-Methylbutyric acid (50 mg, 0.487 mmol) was reacted with PTU (70 mg, 0.244 mmol) as the same manner as the synthesis of 1-(1-isobutyrylpiperidin-4-yl)-3-(4-(trifluoromethyl)phenyl)urea yielding the final product (80 mg, 0.215 mmol, 88% yield). 1H NMR (d6-DMSO, 300 Mhz): δ 8.77 (d, J=8.4 Hz, 1H), 7.57 (s, 4H), 6.37 (s, 1H), 4.22 (m, 1H), 3.88 (d, J=13.2 Hz, 1H), 3.71 (m, 1H), 3.17 (t, J=12.8 Hz, 1H), 2.84 (m, 2H), 1.85 (m, 2H), 1.54 (m, 1H), 1.29 (m, 3H), 0.97 (s, 3H), 0.81 (d, J=6 Hz, 3H). Reactants: Cc1ccccc1, c1ccc2c(-c3cccc4ccccc34)cccc2c1, c1ccc2ccccc2c1. Yields the product c1ccc2c(-c3ccc4ccccc4c3-c3cccc4ccccc34)cccc2c1. Reaction SMILES: [CH3:31][c:32]1[cH:33][cH:34][cH:35][cH:36][cH:37]1.[c:11]1(-[c:21]2[cH:22][cH:23][cH:24][c:25]3[cH:26][cH:27][cH:28][cH:29][c:30]23)[cH:12][cH:13][cH:14][c:15]2[cH:16][cH:17][cH:18][cH:19][c:20]12.[cH:1]1[cH:2][cH:3][c:4]2[cH:5][cH:6][cH:7][cH:8][c:9]2[cH:10]1>>[cH:1]1[cH:2][cH:3][c:4]2[cH:5][cH:6][cH:7][c:8](-[c:12]3[c:11](-[c:21]4[cH:22][cH:23][cH:24][c:25]5[cH:26][cH:27][cH:28][cH:29][c:30]45)[c:20]4[c:15]([cH:14][cH:13]3)[cH:16][cH:17][cH:18][cH:19]4)[c:9]2[cH:10]1.